Task: describe an organic reaction: reactants, conditions, products, and yield. Dataset: the Open Reaction Database (ORD), a public repository of structured organic reaction records The reactants are C=C1[C@H]2COC([C@H]2C(C2=CC=3OCOC3C=C12)C1=CC(=C(C(=C1)OC)OC)OC)=O ((11S,15S)-16-Methylidene-10-(3,4,5-trimethoxyphenyl)-4,6,13-trioxatetracyclo[7.7.0.0^{3,7}.0^{11,15}]hexadeca-1,3(7),8-trien-12-one), C[N+]1(CCOCC1)[O-] (N-methyl morpholine oxide). Reagents/catalysts: [Os](=O)(=O)(=O)=O (Osmium tetroxide). Run in ClCCl (dichloromethane). Yields the product COC=1C=C(C=C(C1OC)OC)C1[C@@H]2C(OC[C@@H]2C(C2=CC=3OCOC3C=C12)=O)=O ((11R,15S)-16-(3,4,5-trimethoxyphenyl)-4,6,13-trioxatetracyclo[7.7.0.0^{3,7}.0^{11,15}]hexadeca-1,3(7),8-triene-10,14-dione). Yield: 125.2%. Reaction SMILES: C=[C:2]1[C:17]2[C:9](=[CH:10][C:11]3[O:12][CH2:13][O:14][C:15]=3[CH:16]=2)[CH:8]([C:18]2[CH:23]=[C:22]([O:24][CH3:25])[C:21]([O:26][CH3:27])=[C:20]([O:28][CH3:29])[CH:19]=2)[C@H:7]2[C@@H:3]1[CH2:4][O:5][C:6]2=[O:30].C[N+]1([O-])CC[O:35]CC1>ClCCl.[Os](=O)(=O)(=O)=O>[CH3:25][O:24][C:22]1[CH:23]=[C:18]([CH:8]2[C:9]3[C:17](=[CH:16][C:15]4[O:14][CH2:13][O:12][C:11]=4[CH:10]=3)[C:2](=[O:35])[C@@H:3]3[C@H:7]2[C:6](=[O:30])[O:5][CH2:4]3)[CH:19]=[C:20]([O:28][CH3:29])[C:21]=1[O:26][CH3:27]. Procedure details: (11S,15S)-16-Methylidene-10-(3,4,5-trimethoxyphenyl)-4,6,13-trioxatetracyclo[7.7.0.0^{3,7}.0^{11,15}]hexadeca-1,3(7),8-trien-12-one obtained in Example 1 (0.730 g, 1.22 mmol) and N-methyl morpholine oxide (50 wt-% solution in water, 1.25. mL, 5.34 mmol) were suspended in dichloromethane (60 mL). Osmium tetroxide (4 wt-% solution in water, 0.37 mL, 0.060 mmol) was added to the suspension. The mixture was stirred vigorously at rt. After most of starting material had been consumed (over week-end), ... Reactants: ClC=1C2=C(N=CN1)C=NC(=C2)Cl (4,6-dichloro-pyrido[3,4-d]pyrimidine), Cl.CC=1C=C(N)C=CC1OC1=CC=CC=C1 (3-methyl 4-phenoxy aniline hydrochloride). Solvent: O1CCOCC1 (dioxane). Run at temperature -80 celsius. Yields the product Cl.ClC1=CC2=C(N=CN=C2NC2=CC(=C(C=C2)OC2=CC=CC=C2)C)C=N1 ((6-chloro-pyrido[3,4-d]pyrimidin-4-yl)-(3-methyl-4-phenoxy-phenyl)-amine hydrochloride). The yield is 100.0%. As a reaction SMILES: [Cl:1][C:2]1[C:3]2[CH:11]=[C:10]([Cl:12])[N:9]=[CH:8][C:4]=2[N:5]=[CH:6][N:7]=1.Cl.[CH3:14][C:15]1[CH:16]=[C:17]([CH:19]=[CH:20][C:21]=1[O:22][C:23]1[CH:28]=[CH:27][CH:26]=[CH:25][CH:24]=1)[NH2:18]>O1CCOCC1>[ClH:1].[Cl:12][C:10]1[N:9]=[CH:8][C:4]2[N:5]=[CH:6][N:7]=[C:2]([NH:18][C:17]3[CH:19]=[CH:20][C:21]([O:22][C:23]4[CH:28]=[CH:27][CH:26]=[CH:25][CH:24]=4)=[C:15]([CH3:14])[CH:16]=3)[C:3]=2[CH:11]=1 |f:1.2,4.5|. Procedure details: The 4,6-dichloro-pyrido[3,4-d]pyrimidine obtained from the previous reaction was taken up in dioxane (50 ml), the 3-methyl 4-phenoxy aniline hydrochloride (2.8 g, 12 mmol) was added and the contents heated to an external bath temperature of −80° C. for 3 hours, whereupon yellow precipitation occurred. Further dioxane (20 ml) was added and the contents heated at −75° C. for 12 hours. The solution was then filtered and the yellow solid placed under vacuum to provide the desired (6-chloro-pyrido[3,... The reactants are O (water), C(C=C)Br (Allyl bromide), C(C)(=O)C1=C(C=C(C(=C1)C(C)=O)O)NCC (4,6-diacetyl-3-ethylaminophenol), C([O-])([O-])=O.[K+].[K+] (potassium carbonate). Solvent: CN(C=O)C (dimethylformamide). Product: C(C=C)OC=1C=C(NCC)C(=CC1C(C)=O)C(C)=O (3-Allyloxy-4,6-diacetyl-N-ethylaniline). The yield is 93.0%. As a reaction SMILES: [CH2:1](Br)[CH:2]=[CH2:3].[C:5]([C:8]1[CH:13]=[C:12]([C:14](=[O:16])[CH3:15])[C:11]([OH:17])=[CH:10][C:9]=1[NH:18][CH2:19][CH3:20])(=[O:7])[CH3:6].C(=O)([O-])[O-].[K+].[K+].O>CN(C)C=O>[CH2:1]([O:17][C:11]1[CH:10]=[C:9]([C:8]([C:5](=[O:7])[CH3:6])=[CH:13][C:12]=1[C:14](=[O:16])[CH3:15])[NH:18][CH2:19][CH3:20])[CH:2]=[CH2:3] |f:2.3.4|. Procedure details: Allyl bromide (2 g) was added to a stirred solution of 4,6-diacetyl-3-ethylaminophenol (0.016 M) in dimethylformamide (30 ml) containing potassium carbonate (2 g). The mixture was heated at 60°-70° C. for two hours, and was then poured into water (100 ml), stirred, and the precipitated product isolated by filtration. Yield 93%, mp 82°-83° C. Starting materials: [Br-], [Li]CCCC, [Mg+]Cc1ccccc1, CCCCCC, N#CCc1ccccc1F, C1CCOC1. Yields the product N#CC(Cc1ccccc1)c1ccccc1F. Reaction SMILES: [Br-:16].[CH2:11]([Li:12])[CH2:13][CH2:14][CH3:15].[CH2:17]([c:18]1[cH:19][cH:20][cH:21][cH:22][cH:23]1)[Mg+:24].[CH3:30][CH2:31][CH2:32][CH2:33][CH2:34][CH3:35].[F:1][c:2]1[c:3]([CH2:8][C:9]#[N:10])[cH:4][cH:5][cH:6][cH:7]1.[O:25]1[CH2:26][CH2:27][CH2:28][CH2:29]1>>[F:1][c:2]1[c:3]([CH:8]([C:9]#[N:10])[CH2:17][c:18]2[cH:19][cH:20][cH:21][cH:22][cH:23]2)[cH:4][cH:5][cH:6][cH:7]1. Starting materials: C(C)(=O)O (acetic acid), product, Cl.CC=1C=C(N)C=CC1N1C(C=2C(C1=O)=CC=CC2)=O (3-Methyl-4-phthalimidoaniline, hydrochloride), C=O (formaldehyde), C(#N)[BH3-].[Na+] (sodium cyanoborohydride). The solvent is C(C)#N (acetonitrile). Product: CNC1=CC(=C(C=C1)N1C(C=2C(C1=O)=CC=CC2)=O)C (N,3-Dimethyl-4-phthalimidoaniline). RXN SMILES: Cl.[CH3:2][C:3]1[CH:4]=[C:5]([CH:7]=[CH:8][C:9]=1[N:10]1[C:14](=[O:15])[C:13]2=[CH:16][CH:17]=[CH:18][CH:19]=[C:12]2[C:11]1=[O:20])[NH2:6].C=O.[C:23]([BH3-])#N.[Na+].C(O)(=O)C>C(#N)C>[CH3:23][NH:6][C:5]1[CH:7]=[CH:8][C:9]([N:10]2[C:11](=[O:20])[C:12]3=[CH:19][CH:18]=[CH:17][CH:16]=[C:13]3[C:14]2=[O:15])=[C:3]([CH3:2])[CH:4]=1 |f:0.1,3.4|. Procedure: To a stirred solution of 1.4 g of the product aniline of Example 31 and 2.5 ml of 37% aqueous formaldehyde in 19 ml of acetonitrile was added in portions 0.62 g of sodium cyanoborohydride. After twenty minutes the solution was adjusted to pH 7 with glacial acetic acid and stirred for another hour. Ice was added, acetonitrile was removed in vacuo, and the mixture was partitioned between water and dichloromethane. The organic layer was dried over potassium carbonate, filtered, and concentrated to ... Starting materials: C(C)OC(=O)C=1SC2=C(CCC=3C=NC(=NC23)NC2=CC(=CC=C2)S(N)(=O)=O)N1 (8-(3-Sulfamoyl-phenylamino)-4,5-dihydro-thiazolo[4,5-h]quinazoline-2-carboxylic acid ethyl ester), ClC=1C(C(=C(C(C1Cl)=O)C#N)C#N)=O (2,3-dichloro-5,6-dicyano-1,4-benzoquinone). Run in O1CCOCC1 (1,4-dioxane). The product is C(C)OC(=O)C=1SC2=C(C=CC=3C=NC(=NC23)NC2=CC(=CC=C2)S(N)(=O)=O)N1 (8-(3-Sulfamoyl-phenylamino)-thiazolo[4,5-h]quinazoline-2-carboxylic acid ethyl ester). The yield is 86.4%. As a reaction SMILES: [CH2:1]([O:3][C:4]([C:6]1[S:7][C:8]2[C:17]3[N:16]=[C:15]([NH:18][C:19]4[CH:24]=[CH:23][CH:22]=[C:21]([S:25](=[O:28])(=[O:27])[NH2:26])[CH:20]=4)[N:14]=[CH:13][C:12]=3[CH2:11][CH2:10][C:9]=2[N:29]=1)=[O:5])[CH3:2].ClC1C(=O)C(C#N)=C(C#N)C(=O)C=1Cl>O1CCOCC1>[CH2:1]([O:3][C:4]([C:6]1[S:7][C:8]2[C:17]3[N:16]=[C:15]([NH:18][C:19]4[CH:24]=[CH:23][CH:22]=[C:21]([S:25](=[O:28])(=[O:27])[NH2:26])[CH:20]=4)[N:14]=[CH:13][C:12]=3[CH:11]=[CH:10][C:9]=2[N:29]=1)=[O:5])[CH3:2]. Reported procedure: A suspension of 8-(3-Sulfamoyl-phenylamino)-4,5-dihydro-thiazolo[4,5-h]quinazoline-2-carboxylic acid ethyl ester (609 mg, 1.41 mmol) and 2,3-dichloro-5,6-dicyano-1,4-benzoquinone (480 mg, 2.12 mmol) in anhydrous 1,4-dioxane (30 mL) was refluxed under nitrogen for 2 hours. The reaction mixture was cooled down to room temperature and the DDQ residues were filtered. The mother liquor was concentrated in vacuo and the resulting crude residue was triturated in a mixture of EtOAc, MeOH and DCM. The re...